This data is from the Open Reaction Database (ORD), a public repository of structured organic reaction records. The task is: describe an organic reaction: reactants, conditions, products, and yield The reactants are [Li]C, [Cl-], [I-], [NH4+], C=CC(=O)C1CCC2C3CCC4CC(O)CCC4(C)C3C(=O)CC12C. Product: CCCC(=O)C1CCC2C3CCC4CC(O)CCC4(C)C3C(=O)CC12C. Reaction SMILES: [CH3:1][Li:2].[Cl-:29].[I-:3].[NH4+:30].[OH:4][CH:5]1[CH2:6][CH:7]2[CH2:8][CH2:9][CH:10]3[CH:11]4[CH2:12][CH2:13][CH:14]([C:15]([CH:16]=[CH2:17])=[O:18])[C:19]4([CH3:28])[CH2:20][C:21](=[O:27])[CH:22]3[C:23]2([CH3:26])[CH2:24][CH2:25]1>>[CH3:1][CH2:17][CH2:16][C:15]([CH:14]1[CH2:13][CH2:12][CH:11]2[CH:10]3[CH2:9][CH2:8][CH:7]4[CH2:6][CH:5]([OH:4])[CH2:25][CH2:24][C:23]4([CH3:26])[CH:22]3[C:21](=[O:27])[CH2:20][C:19]21[CH3:28])=[O:18]. Procedure: A solution was prepared of 1.86 g (0.010 moles) of psoralen (7H-furo[3,2-g][1]benzopyran-7-one) in 200 ml of 95% ethanol, heated to reflux and treated by the addition of 5.0 ml of cyclohexene and a slurry of 5.0 g of 10% palladium on carbon in 30 ml of 95% ethanol. After 30 minutes of reflux with magnetic stirring the medium was filtered, evaporated in vacuo and the residue was recrystallized from 95% ethanol to give 1.36 g (72% yield) of tiny white needles, mp 198°-200° C. Product: C1COC2=C1C=C3C=CC(=O)OC3=C2 (4',5'-Dihydropsoralen). Solvent: C(C)O (ethanol), C(C)O (ethanol). Reaction SMILES: [CH:1]1[C:5]2=[CH:6][C:7]3[CH:14]=[CH:13][C:11](=[O:12])[O:10][C:8]=3[CH:9]=[C:4]2[O:3][CH:2]=1.C1CCCCC=1>C(O)C.[Pd]>[CH2:1]1[C:5]2[CH:6]=[C:7]3[C:8](=[CH:9][C:4]=2[O:3][CH2:2]1)[O:10][C:11](=[O:12])[CH:13]=[CH:14]3. The yield is 72.3%. Reactants: C1=COC=2C1=CC3=C(C2)OC(=O)C=C3 (psoralen), C1=CCCCC1 (cyclohexene). The reagents and catalysts are [Pd] (palladium on carbon). Reactants: FC(CNC(=O)NC=1C=C(C=CC1)C1=CN=C2N1N=CC(=C2)C=2C=NN(C2)C(C(=O)O)C)(F)F (2-(4-{3-[3-({[(2,2,2-trifluoroethyl)amino]carbonyl}amino)phenyl]imidazo[1,2-b]pyridazin-7-yl}-1H-pyrazol-1-yl)propanoic acid), N1=C(C=CC=C1)CN (2-pyridinemethanamine), A65204. Yields the product N1=C(C=CC=C1)CNC(C(C)N1N=CC(=C1)C1=CC=2N(N=C1)C(=CN2)C2=CC(=CC=C2)NC(=O)NCC(F)(F)F)=O (N-(Pyridin-2-ylmethyl)-2-(4-{3-[3-({[(2,2,2-trifluoroethyl)amino]carbonyl}amino)phenyl]imidazo[1,2-b]pyridazin-7-yl}-1H-pyrazol-1-yl)propanamide). As a reaction SMILES: [F:1][C:2]([F:34])([F:33])[CH2:3][NH:4][C:5]([NH:7][C:8]1[CH:9]=[C:10]([C:14]2[N:18]3[N:19]=[CH:20][C:21]([C:23]4[CH:24]=[N:25][N:26]([CH:28]([CH3:32])[C:29](O)=[O:30])[CH:27]=4)=[CH:22][C:17]3=[N:16][CH:15]=2)[CH:11]=[CH:12][CH:13]=1)=[O:6].[N:35]1[CH:40]=[CH:39][CH:38]=[CH:37][C:36]=1[CH2:41][NH2:42]>>[N:35]1[CH:40]=[CH:39][CH:38]=[CH:37][C:36]=1[CH2:41][NH:42][C:29](=[O:30])[CH:28]([N:26]1[CH:27]=[C:23]([C:21]2[CH:20]=[N:19][N:18]3[C:14]([C:10]4[CH:11]=[CH:12][CH:13]=[C:8]([NH:7][C:5]([NH:4][CH2:3][C:2]([F:33])([F:1])[F:34])=[O:6])[CH:9]=4)=[CH:15][N:16]=[C:17]3[CH:22]=2)[CH:24]=[N:25]1)[CH3:32]. Reported procedure: This compound was prepared by using procedures analogous to those described for the synthesis of Example 54, Step 3 starting from 2-(4-{3-[3-({[(2,2,2-trifluoroethyl)amino]carbonyl}amino)phenyl]imidazo[1,2-b]pyridazin-7-yl}-1H-pyrazol-1-yl)propanoic acid and 2-pyridinemethanamine (Aldrich and Cat. No. A65204). LCMS (M+H)+: m/z=564.2. Reactants: BrC=1C=CC(=NC1)C1=CC=C(C=C1)F (5-bromo-2-(4-fluoro-phenyl)-pyridine), P (phosphine), C(C)OC(C=C)=O (acrylic acid ethyl ester). Reagents/catalysts: C(C)(=O)[O-].[Pd+2].C(C)(=O)[O-] (palladium acetate). Run in C(C)N(CC)CC (triethylamine). Reaction conditions: temperature 90 celsius. Yields the product C(C)OC(C=CC=1C=NC(=CC1)C1=CC=C(C=C1)F)=O (3-[6-(4-Fluoro-phenyl)-pyridin-3-yl]-acrylic acid ethyl ester). RXN SMILES: Br[C:2]1[CH:3]=[CH:4][C:5]([C:8]2[CH:13]=[CH:12][C:11]([F:14])=[CH:10][CH:9]=2)=[N:6][CH:7]=1.P.[CH2:16]([O:18][C:19](=[O:22])[CH:20]=[CH2:21])[CH3:17]>C([O-])(=O)C.[Pd+2].C([O-])(=O)C.C(N(CC)CC)C>[CH2:16]([O:18][C:19](=[O:22])[CH:20]=[CH:21][C:2]1[CH:7]=[N:6][C:5]([C:8]2[CH:13]=[CH:12][C:11]([F:14])=[CH:10][CH:9]=2)=[CH:4][CH:3]=1)[CH3:17] |f:3.4.5|. Procedure: 9.30 g (36.9 mmol) of 5-bromo-2-(4-fluoro-phenyl)-pyridine were mixed with 100 ml of triethylamine, 2.06 g (9.2 mmol) of palladium acetate, 2.80 g (9.2 mmol) of tri)ortho-tolyl)phosphine and 6.47 g (64.6 mmol) of acrylic acid ethyl ester and heated to 90° C. for 2 h. The reaction mixture was evaporated, taken up in water and extracted with ethyl acetate. The combined organic phases were dried and evaporated, and the residue was subjected to column chromatography (silica gel, n-heptane/ethyl acet... The reactants are CS(=O)(=O)Cl, COc1cncc(-c2ccc(C(C)(c3ccc(-c4noc(CO)n4)cn3)C(C)C)cc2)c1, CCN(C(C)C)C(C)C, ClCCl, O. Product: COc1cncc(-c2ccc(C(C)(c3ccc(-c4noc(COS(C)(=O)=O)n4)cn3)C(C)C)cc2)c1. Reaction SMILES: [CH3:1][S:2]([Cl:3])(=[O:4])=[O:5].[CH3:6][O:7][c:8]1[cH:9][c:10](-[c:14]2[cH:15][cH:16][c:17]([C:20]([CH:21]([CH3:22])[CH3:23])([CH3:24])[c:25]3[cH:26][cH:27][c:28](-[c:31]4[n:32][o:33][c:34]([CH2:36][OH:37])[n:35]4)[cH:29][n:30]3)[cH:18][cH:19]2)[cH:11][n:12][cH:13]1.[CH:38]([N:39]([CH2:40][CH3:41])[CH:42]([CH3:43])[CH3:44])([CH3:45])[CH3:46].[Cl:48][CH2:49][Cl:50].[OH2:47]>>[CH3:1][S:2](=[O:4])(=[O:5])[O:37][CH2:36][c:34]1[o:33][n:32][c:31](-[c:28]2[cH:27][cH:26][c:25]([C:20]([c:17]3[cH:16][cH:15][c:14](-[c:10]4[cH:9][c:8]([O:7][CH3:6])[cH:13][n:12][cH:11]4)[cH:19][cH:18]3)([CH:21]([CH3:22])[CH3:23])[CH3:24])[n:30][cH:29]2)[n:35]1.